describe an organic reaction: reactants, conditions, products, and yield From a dataset of the Open Reaction Database (ORD), a public repository of structured organic reaction records. Starting materials: [NH2-].[Na+] (Sodium amide), O1CCCC1 (tetrahydrofuran), C(C=C)OC=1C=C(C=O)C=CC1OC (3-allyloxy-4-methoxy-benzaldehyde). The reagents and catalysts are [Br-].C[P+](C1=CC=CC=C1)(C1=CC=CC=C1)C1=CC=CC=C1 (Methyltriphenylphosphonium bromide). Run at time 2 hour. Yields the product C(C=C)OC=1C=C(C=C)C=CC1OC (3-allyloxy-4-methoxystyrene). RXN SMILES: [NH2-].[Na+].[CH2:3]([O:6][C:7]1[CH:8]=[C:9]([CH:12]=[CH:13][C:14]=1[O:15][CH3:16])[CH:10]=O)[CH:4]=[CH2:5].O1CCC[CH2:18]1>[Br-].C[P+](C1C=CC=CC=1)(C1C=CC=CC=1)C1C=CC=CC=1>[CH2:3]([O:6][C:7]1[CH:8]=[C:9]([CH:12]=[CH:13][C:14]=1[O:15][CH3:16])[CH:10]=[CH2:18])[CH:4]=[CH2:5] |f:0.1,4.5|. Procedure: Sodium amide (39 g) was dispersed in dry tetrahydrofuran (800 mls). Methyltriphenylphosphonium bromide (102 g) was added and the mixture stirred at R.T. for 2 hours. 3-allyloxy-4-methoxy-benzaldehyde (50 g) was then added dropwise over ca. 15 mins. and the mixture stirred for a further 3 hours. The mixture was filtered and the solvent removed from the filtrate under reduced pressure. The residue was washed with diethyl ether (1.51) and the solvent removed to yield a brown coloured resin. The was... Starting materials: COC(=O)N[C@H](C(=O)N1[C@@H](C[C@@H](C1)SC)C(=O)NCC(=O)C1=CC=C(C=C1)C1=CC=C(C=C1)C1=CN=C(N1)[C@H]1N(C[C@H](C1)COC)C(=O)OCC1=CC=CC=C1)C(C)C ((2S,4S)-benzyl 2-(5-(4′-(2-((2S,4S)-1-((S)-2-(methoxycarbonylamino)-3-methylbutanoyl)-4-(methylthio)pyrrolidine-2-carboxamido)acetyl)biphenyl-4-yl)-1H-imidazol-2-yl)-4-(methoxymethyl)pyrrolidine-1-carboxylate), C1(=CC=CC=C1)C (PhMe), C(C)(=O)[O-].[NH4+] (ammonium acetate), CCOC(=O)C (EtOAc). Reaction conditions: temperature 110 celsius, time 3 hour. Product: COC(=O)N[C@H](C(=O)N1[C@@H](C[C@@H](C1)SC)C=1NC(=CN1)C1=CC=C(C=C1)C1=CC=C(C=C1)C1=CN=C(N1)[C@H]1N(C[C@H](C1)COC)C(=O)OCC1=CC=CC=C1)C(C)C ((2S,4S)-benzyl 2-(5-(4′-(2-((2S,4S)-1-((S)-2-(methoxycarbonylamino)-3-methylbutanoyl)-4-(methylthio)pyrrolidin-2-yl)-1H-imidazol-5-yl)biphenyl-4-yl)-1H-imidazol-2-yl)-4-(methoxymethyl)pyrrolidine-1-carboxylate). The yield is 58.0%. Reaction SMILES: [CH3:1][O:2][C:3]([NH:5][C@@H:6]([CH:57]([CH3:59])[CH3:58])[C:7]([N:9]1[CH2:13][C@@H:12]([S:14][CH3:15])[CH2:11][C@H:10]1[C:16]([NH:18][CH2:19][C:20]([C:22]1[CH:27]=[CH:26][C:25]([C:28]2[CH:33]=[CH:32][C:31]([C:34]3[NH:38][C:37]([C@@H:39]4[CH2:43][C@H:42]([CH2:44][O:45][CH3:46])[CH2:41][N:40]4C(OCC4C=CC=CC=4)=O)=[N:36][CH:35]=3)=[CH:30][CH:29]=2)=[CH:24][CH:23]=1)=O)=O)=[O:8])=[O:4].[C:60]1(C)C=[CH:64][CH:63]=[CH:62][CH:61]=1.C([O-])(=O)C.[NH4+:71].[CH3:72][CH2:73][O:74][C:75](C)=[O:76]>>[CH3:1][O:2][C:3]([NH:5][C@@H:6]([CH:57]([CH3:59])[CH3:58])[C:7]([N:9]1[CH2:13][C@@H:12]([S:14][CH3:15])[CH2:11][C@H:10]1[C:16]1[NH:71][C:20]([C:22]2[CH:23]=[CH:24][C:25]([C:28]3[CH:29]=[CH:30][C:31]([C:34]4[NH:38][C:37]([C@@H:39]5[CH2:43][C@H:42]([CH2:44][O:45][CH3:46])[CH2:41][N:40]5[C:75]([O:74][CH2:73][C:72]5[CH:64]=[CH:63][CH:62]=[CH:61][CH:60]=5)=[O:76])=[N:36][CH:35]=4)=[CH:32][CH:33]=3)=[CH:26][CH:27]=2)=[CH:19][N:18]=1)=[O:8])=[O:4] |f:2.3|. Procedure details: To (2S,4S)-benzyl 2-(5-(4′-(2-((2S,4S)-1-((S)-2-(methoxycarbonylamino)-3-methylbutanoyl)-4-(methylthio)pyrrolidine-2-carboxamido)acetyl)biphenyl-4-yl)-1H-imidazol-2-yl)-4-(methoxymethyl)pyrrolidine-1-carboxylate (487 mg, 0.59 mmol) was added PhMe (6 mL), MeOEtOH (1 mL), and ammonium acetate (0.91 g, 11.8 mmol) and the solution was heated to 110° C. The solution was stirred for 3 h and then cooled to rt and was diluted with EtOAc and washed successively with water, saturated aqueous NaHCO3 and br... Reactants: CC(C)=O, CC(C)(O)C#N, CCC(=O)O, [K+], [K+], [K+], CC(C)(O)C(=O)O, O=P([O-])([O-])[O-]. Yields the product CC(C)(O)C(N)=O, CC(C)(O)C(=O)O. RXN SMILES: [CH3:12][C:13](=[O:14])[CH3:15].[CH3:1][C:2]([C:3]#[N:4])([OH:5])[CH3:6].[CH3:7][CH2:8][C:9]([OH:10])=[O:11].[K+:28].[K+:29].[K+:30].[OH:16][C:17]([C:18](=[O:19])[OH:20])([CH3:21])[CH3:22].[P:23]([O-:24])([O-:25])([O-:26])=[O:27]>>[CH3:1][C:2]([C:3]([NH2:4])=[O:10])([OH:5])[CH3:6].[OH:16][C:17]([C:18](=[O:19])[OH:20])([CH3:21])[CH3:22].